Task: describe an organic reaction: reactants, conditions, products, and yield. Dataset: the Open Reaction Database (ORD), a public repository of structured organic reaction records The reactants are C1=CC=CC=2C3=CC=CC=C3C(C12)COC(=O)N[C@H](CCCC)C(=O)NCC(=O)OC (Methyl N-{[(9H-fluoren-9-ylmethyl)oxy]carbonyl}-D-norleucylglycinate), ClCCl.N1CCCCC1 (dichloromethane piperidine). Solvent: ClCCl (dichloromethane). Reaction conditions: time 0.75 hour. Yields the product C(CCC)[C@@H]1C(NCC(N1)=O)=O ((3R)-3-Butyl-2,5-piperazinedione). Reaction SMILES: C1C2C(COC([NH:18][C@@H:19]([C:24]([NH:26][CH2:27][C:28]([O:30]C)=O)=[O:25])[CH2:20][CH2:21][CH2:22][CH3:23])=O)C3C(=CC=CC=3)C=2C=CC=1.ClCCl.N1CCCCC1>ClCCl>[CH2:20]([C@H:19]1[NH:18][C:28](=[O:30])[CH2:27][NH:26][C:24]1=[O:25])[CH2:21][CH2:22][CH3:23] |f:1.2|. Procedure: A solution of methyl N-{[(9H-fluoren-9-ylmethyl)oxy]carbonyl}-D-norleucylglycinate from step (a) above (2 g, 4.7 mmol) in a 7:3 mixture of dichloromethane/piperidine (30 mL) was stirred at room temperature for 0.75 h. The reaction mixture was diluted with dichloromethane (200 mL) and solid which precipitated was filtered, washed with cold DCM (2×50 mL) and dried in vacuo to give the title compound as a white solid. MS (ESI, positive ion) m/z: 171 (M+1).